From a dataset of the Open Reaction Database (ORD), a public repository of structured organic reaction records. describe an organic reaction: reactants, conditions, products, and yield Starting materials: COC(C1=CC(=NC(=C1)N)N)=O (2,6-diamino-isonicotinic acid methyl ester), N (ammonia). Solvent: CO (methanol). Reaction conditions: temperature 62 celsius. Yields the product NC=1C=C(C(=O)N)C=C(N1)N (2,6-Diamino-isonicotinamide). Reaction SMILES: C[O:2][C:3](=O)[C:4]1[CH:9]=[C:8]([NH2:10])[N:7]=[C:6]([NH2:11])[CH:5]=1.[NH3:13]>CO>[NH2:11][C:6]1[CH:5]=[C:4]([CH:9]=[C:8]([NH2:10])[N:7]=1)[C:3]([NH2:13])=[O:2]. Reported procedure: A solution of 3.9 g (20 mmol) 2,6-diamino-isonicotinic acid methyl ester in 200 ml methanol was treated for 1 at 0° C. with gaseous ammonia. The mixture was heated for 36 h at 62° C. in an autoclave (4 bar) and afterwards filtered through decalite and evaporated to dryness. 3.5 g (quant.) of the title compound was obtained as a yellow solid. Reactants: C(C)(=O)C=1C(NC2=C(C=C(C(=C2C1C)OS(=O)(=O)O)Cl)C)=O (3-Acetyl-6-chloro-8-methyl-4 -methylsulfoxy -2-quinolinone), Cl.FC1=CC=C(CCN)C=C1 (p-fluorophenethylamine hydrochloride). Product: C(C)(=O)C=1C(NC2=C(C=C(C=C2C1NCCC1=CC=C(C=C1)F)Cl)C)=O (3-Acetyl-6-chloro-8-methyl-4-(p-fluorophenethylamino)-2-quinolinone). Yield: 77.8%. As a reaction SMILES: [C:1]([C:4]1[C:5](=[O:22])[NH:6][C:7]2[C:12]([C:13]=1C)=[C:11](OS(O)(=O)=O)[C:10]([Cl:20])=[CH:9][C:8]=2[CH3:21])(=[O:3])[CH3:2].Cl.[F:24][C:25]1[CH:33]=[CH:32][C:28]([CH2:29][CH2:30][NH2:31])=[CH:27][CH:26]=1>>[C:1]([C:4]1[C:5](=[O:22])[NH:6][C:7]2[C:12]([C:13]=1[NH:31][CH2:30][CH2:29][C:28]1[CH:32]=[CH:33][C:25]([F:24])=[CH:26][CH:27]=1)=[CH:11][C:10]([Cl:20])=[CH:9][C:8]=2[CH3:21])(=[O:3])[CH3:2] |f:1.2|. Procedure details: 3-Acetyl-6-chloro-8-methyl-4 -methylsulfoxy -2-quinolinone (2.98 g, 0.01 mol) and p-fluorophenethylamine hydrochloride (1.76g, 0.01 mol) were used, but the reaction was carried out as the above process of example 42 to obtain the desired product (2.9g, yield: 71%).